Task: describe an organic reaction: reactants, conditions, products, and yield. Dataset: the Open Reaction Database (ORD), a public repository of structured organic reaction records Reactants: C([O-])([O-])=O.[Li+].[Li+] (lithium carbonate), FC1=C(C#N)C=C(C(=C1)F)F (2,4,5-trifluorobenzonitrile), OC(C)(C)[C@@H]1[C@@H](NCC1)C ((2S,3S)-3-(1-hydroxy-1-methylethyl)-2-methylpyrrolidine). The product is FC1=C(C#N)C=C(C(=C1)N1[C@H]([C@H](CC1)C(C)(C)O)C)F (2,5-difluoro-4-[(2S,3S)-3-(1-hydroxy-1-methylethyl)-2-methylpyrrolidin-1-yl]benzonitrile), crystals. As a reaction SMILES: [F:1][C:2]1[CH:9]=[C:8](F)[C:7]([F:11])=[CH:6][C:3]=1[C:4]#[N:5].[OH:12][C:13]([C@H:16]1[CH2:20][CH2:19][NH:18][C@H:17]1[CH3:21])([CH3:15])[CH3:14].C(=O)([O-])[O-].[Li+].[Li+]>>[F:1][C:2]1[CH:9]=[C:8]([N:18]2[CH2:19][CH2:20][C@H:16]([C:13]([OH:12])([CH3:15])[CH3:14])[C@@H:17]2[CH3:21])[C:7]([F:11])=[CH:6][C:3]=1[C:4]#[N:5] |f:2.3.4|. Procedure: Using 2,4,5-trifluorobenzonitrile (153 mg), (2S,3S)-3-(1-hydroxy-1-methylethyl)-2-methylpyrrolidine 1/2 oxalate (247 mg) and lithium carbonate (97 mg), the title compound was obtained as white crystals (yield: 183 mg) by an operation similar to that in Example 3. RXN SMILES: [CH3:17][C:18]([O-:19])=[O:20].[CH3:21][N:22]([CH3:23])[CH:24]=[O:25].[Cl:1][CH2:2][c:3]1[n:4][c:5]2[n:6]([c:7](=[O:9])[cH:8]1)[cH:10][c:11]([C:13](=[O:14])[OH:15])[s:12]2.[K+:16]>>[CH2:2]([c:3]1[n:4][c:5]2[n:6]([c:7](=[O:9])[cH:8]1)[cH:10][c:11]([C:13](=[O:14])[OH:15])[s:12]2)[O:20][C:18]([CH3:17])=[O:19]. The reactants are CC(=O)[O-], CN(C)C=O, O=C(O)c1cn2c(=O)cc(CCl)nc2s1, [K+]. Yields the product CC(=O)OCc1cc(=O)n2cc(C(=O)O)sc2n1. Reactants: ClC=1N=C(C2=C(N1)C(=C(S2)I)C)N2CCOCC2 (2-Chloro-6-iodo-7-methyl-4-morpholinothieno[3,2-d]pyrimidine), CS(=O)(=O)NCC=1C=C(C=CC1)B(O)O (3-methanesulphonylamino methyl benzeneboronic acid), N1C=CC2=CC(=CN=C12)B1OC(C)(C)C(C)(C)O1 (7-azaindole-5-boronic acid pinacol ester). Product: CS(=O)(=O)NCC1=CC(=CC=C1)C1=C(C=2N=C(N=C(C2S1)N1CCOCC1)C=1C=C2C(=NC1)NC=C2)C (N-methylsulfonyl(3-(7-methyl-4-morpholino-2-(1H-pyrrolo[2,3-b]pyridin-5-yl)thieno[3,2-d]pyrimidin-6-yl)phenyl)methanamine). Reaction SMILES: Cl[C:2]1[N:3]=[C:4]([N:13]2[CH2:18][CH2:17][O:16][CH2:15][CH2:14]2)[C:5]2[S:10][C:9](I)=[C:8]([CH3:12])[C:6]=2[N:7]=1.[CH3:19][S:20]([NH:23][CH2:24][C:25]1[CH:26]=[C:27](B(O)O)[CH:28]=[CH:29][CH:30]=1)(=[O:22])=[O:21].[NH:34]1[C:42]2[C:37](=[CH:38][C:39](B3OC(C)(C)C(C)(C)O3)=[CH:40][N:41]=2)[CH:36]=[CH:35]1>>[CH3:19][S:20]([NH:23][CH2:24][C:25]1[CH:26]=[CH:27][CH:28]=[C:29]([C:9]2[S:10][C:5]3[C:4]([N:13]4[CH2:18][CH2:17][O:16][CH2:15][CH2:14]4)=[N:3][C:2]([C:39]4[CH:38]=[C:37]5[CH:36]=[CH:35][NH:34][C:42]5=[N:41][CH:40]=4)=[N:7][C:6]=3[C:8]=2[CH3:12])[CH:30]=1)(=[O:22])=[O:21]. Reported procedure: 2-Chloro-6-iodo-7-methyl-4-morpholinothieno[3,2-d]pyrimidine (50 mg) was coupled to 3-methanesulphonylamino methyl benzeneboronic acid, and then reacted with 7-azaindole-5-boronic acid pinacol ester via General Procedure F. The product was purified by reverse phase HPLC to yield 34.5 mg of 424. MS (Q1) 535.2 (M)+ Reactants: CC(C)(C)[O-], CS(C)=O, CC(C)n1ncnc1-c1cn2c(n1)-c1cc(Cl)ncc1OCC2, O=C1CNCCN1, [Na+]. Product: CC(C)n1ncnc1-c1cn2c(n1)-c1cc(N3CCNC(=O)C3)ncc1OCC2. RXN SMILES: [CH3:31][C:32]([CH3:33])([O-:34])[CH3:35].[CH3:37][S:38]([CH3:39])=[O:40].[Cl:1][c:2]1[cH:3][c:4]2[c:10]([cH:11][n:12]1)[O:9][CH2:8][CH2:7][n:6]1[c:5]-2[n:15][c:14](-[c:16]2[n:17][cH:18][n:19][n:20]2[CH:21]([CH3:22])[CH3:23])[cH:13]1.[NH:24]1[C:25](=[O:30])[CH2:26][NH:27][CH2:28][CH2:29]1.[Na+:36]>>[c:2]1([N:27]2[CH2:26][C:25](=[O:30])[NH:24][CH2:29][CH2:28]2)[cH:3][c:4]2[c:10]([cH:11][n:12]1)[O:9][CH2:8][CH2:7][n:6]1[c:5]-2[n:15][c:14](-[c:16]2[n:17][cH:18][n:19][n:20]2[CH:21]([CH3:22])[CH3:23])[cH:13]1. Reactants: FC=1C=CC(=C(C=O)C1)OC1CCCCC1 (5-fluoro-2-(cyclohexyloxy)-benzaldehyde), [Li+].C[Si](C)(C)[N-][Si](C)(C)C (LHMDS), C(C)(=O)Cl (acetyl chloride), Cl[Si](C)(C)C (chloro-trimethyl-silane). The solvent is C(C)N(CC)CC (triethylamine). Product: FC=1C=CC(=C(C1)C=NC(=C)O[Si](C)(C)C)OC1CCCCC1 (1-[5-fluoro-2-(cyclohexyloxy)-phenyl]-3-trimethylsilanyloxy-2-aza-1,3-butadiene). Reaction SMILES: [F:1][C:2]1[CH:3]=[CH:4][C:5]([O:10][CH:11]2[CH2:16][CH2:15][CH2:14][CH2:13][CH2:12]2)=[C:6]([CH:9]=1)[CH:7]=O.[Li+].C[Si]([N-:22][Si](C)(C)C)(C)C.[C:27](Cl)(=[O:29])[CH3:28].Cl[Si:32]([CH3:35])([CH3:34])[CH3:33]>C(N(CC)CC)C>[F:1][C:2]1[CH:3]=[CH:4][C:5]([O:10][CH:11]2[CH2:16][CH2:15][CH2:14][CH2:13][CH2:12]2)=[C:6]([CH:7]=[N:22][C:27]([O:29][Si:32]([CH3:35])([CH3:34])[CH3:33])=[CH2:28])[CH:9]=1 |f:1.2|. Reported procedure: In a manner similar to the method described in Example 112b, 5-fluoro-2-(cyclohexyloxy)-benzaldehyde was treated with LHMDS, acetyl chloride, triethylamine and chloro-trimethyl-silane to give the desired compound, which was directly used for the next step. Starting materials: O1C(OCC1)CC(CCC#N)(C)C (5-(dioxolan-2-yl)-4,4-dimethylvaleronitrile). The solvent is CC(=O)C (acetone), Cl (hydrochloric acid), O (water). Conditions: time 5 hour. Product: C(=O)CC(CCC#N)(C)C (5-formyl-4,4-dimethylvaleronitrile). Isolated yield 92.2%. Reaction SMILES: [O:1]1CCO[CH:2]1[CH2:6][C:7]([CH3:13])([CH3:12])[CH2:8][CH2:9][C:10]#[N:11]>CC(C)=O.Cl.O>[CH:2]([CH2:6][C:7]([CH3:13])([CH3:12])[CH2:8][CH2:9][C:10]#[N:11])=[O:1]. Procedure details: 50 g of 5-(dioxolan-2-yl)-4,4-dimethylvaleronitrile, prepared in D], are dissolved in 1.3 1 of acetone in the presence of 140 ml of concentrated hydrochloric acid and 700 ml of water. The mixture is stirred at room temperature for 5 hours, the acetone is concentrated under vacuum and the residue is taken up with ether, washed with water and then evaporated to dryness to give 35 g of 5-formyl-4,4-dimethylvaleronitrile. Starting materials: C(CCC)OC=1C=C2CCN(C(C2=CC1)=O)C1=CC(=C(C=C1)N1C[C@@H](CC1)NC)F (6-Butoxy-2-[3-fluoro-4-((R)-3-methylaminopyrrolidin-1-yl)phenyl]-3,4-dihydro-2H-isoquinolin-1-one), CS(=O)(=O)C=C (methanesulfonylethene). Yields the product C(CCC)OC=1C=C2CCN(C(C2=CC1)=O)C1=CC(=C(C=C1)N1C[C@@H](CC1)N(C)CCS(=O)(=O)C)F (6-Butoxy-2-(3-fluoro-4-{(R)-3-[(2-methanesulfonylethyl)methylamino]pyrrolidin-1-yl}phenyl)-3,4-dihydro-2H-isoquinolin-1-one). As a reaction SMILES: [CH2:1]([O:5][C:6]1[CH:7]=[C:8]2[C:13](=[CH:14][CH:15]=1)[C:12](=[O:16])[N:11]([C:17]1[CH:22]=[CH:21][C:20]([N:23]3[CH2:27][CH2:26][C@@H:25]([NH:28][CH3:29])[CH2:24]3)=[C:19]([F:30])[CH:18]=1)[CH2:10][CH2:9]2)[CH2:2][CH2:3][CH3:4].[CH3:31][S:32]([CH:35]=[CH2:36])(=[O:34])=[O:33]>>[CH2:1]([O:5][C:6]1[CH:7]=[C:8]2[C:13](=[CH:14][CH:15]=1)[C:12](=[O:16])[N:11]([C:17]1[CH:22]=[CH:21][C:20]([N:23]3[CH2:27][CH2:26][C@@H:25]([N:28]([CH2:36][CH2:35][S:32]([CH3:31])(=[O:34])=[O:33])[CH3:29])[CH2:24]3)=[C:19]([F:30])[CH:18]=1)[CH2:10][CH2:9]2)[CH2:2][CH2:3][CH3:4]. Procedure details: 6-Butoxy-2-[3-fluoro-4-((R)-3-methylaminopyrrolidin-1-yl)phenyl]-3,4-dihydro-2H-isoquinolin-1-one was reacted with methanesulfonylethene by method G. The product with the molecular weight of 517.67 (C27H36FN3O4S) was obtained in this way; MS (ESI): 518 (M+H+). Yield: 48.0%. RXN SMILES: C[Si]([N-][Si](C)(C)C)(C)C.[Li+].[C:11]([C:13]1[C:14]([N:21]([CH:25]2[CH2:28][CH2:27][CH2:26]2)[C:22](=[O:24])[CH3:23])=[N:15][C:16]([S:19][CH3:20])=[N:17][CH:18]=1)#[N:12]>C1COCC1>[NH2:12][C:11]1[C:13]2[CH:18]=[N:17][C:16]([S:19][CH3:20])=[N:15][C:14]=2[N:21]([CH:25]2[CH2:26][CH2:27][CH2:28]2)[C:22](=[O:24])[CH:23]=1 |f:0.1|. Product: NC1=CC(N(C=2N=C(N=CC21)SC)C2CCC2)=O (5-Amino-8-cyclobutyl-2-methylsulfanyl-8H-pyrido[2,3-d]pyrimidin-7-one). Run in C1CCOC1 (THF). Reaction conditions: time 1 hour. Starting materials: C[Si](C)(C)[N-][Si](C)(C)C.[Li+] (lithium bis(trimethylsilyl)amide), C(#N)C=1C(=NC(=NC1)SC)N(C(C)=O)C1CCC1 (N-(5-cyano-2-methylsulfanyl-pyrimidin-4-yl)-N-cyclobutyl-acetamide). Procedure details: A solution of lithium bis(trimethylsilyl)amide (1.0 M in THF, 0.78 mL, 0.781 mmol) was added, at RT, to a solution of N-(5-cyano-2-methylsulfanyl-pyrimidin-4-yl)-N-cyclobutyl-acetamide (205 mg, 0.781 mmol) in THF (7.8 mL) and the resulting mixture was stirred for 1 h. The reaction mixture was then quenched with water (10 mL) and extracted with EtOAc (2×20 mL). The combined organic extracts were dried over MgSO4, filtered and evaporated under reduced pressure. The crude residue was purified by fl...